From a dataset of the Open Reaction Database (ORD), a public repository of structured organic reaction records. describe an organic reaction: reactants, conditions, products, and yield Reactants: O=C1CCC(=O)N1Br, O=C(OOC(=O)c1ccccc1)c1ccccc1, ClC(Cl)(Cl)Cl, Cc1cccc(-c2cccc(C)c2)c1. RXN SMILES: [Br:15][N:16]1[C:17](=[O:18])[CH2:19][CH2:20][C:21]1=[O:22].[C:23]([O:24][O:25][C:26](=[O:27])[c:28]1[cH:29][cH:30][cH:31][cH:32][cH:33]1)(=[O:34])[c:35]1[cH:36][cH:37][cH:38][cH:39][cH:40]1.[C:41]([Cl:42])([Cl:43])([Cl:44])[Cl:45].[CH3:1][c:2]1[cH:3][c:4](-[c:8]2[cH:9][c:10]([CH3:14])[cH:11][cH:12][cH:13]2)[cH:5][cH:6][cH:7]1>>[CH3:1][c:2]1[cH:3][c:4](-[c:8]2[cH:9][c:10]([CH2:14][Br:15])[cH:11][cH:12][cH:13]2)[cH:5][cH:6][cH:7]1. Yields the product Cc1cccc(-c2cccc(CBr)c2)c1. Starting materials: NC1=C(C#N)C=C(C=C1)CC1=CC=CC=C1 (2-amino-5-benzylbenzonitrile), Cl.ClC(=N)N (chloroformamidine hydrochloride), Cl (HCl). Run at temperature 120 celsius. The product is NC1=NC2=CC=C(C=C2C(=N1)N)CC1=CC=CC=C1 (2,4-Diamino-6-benzylquinazoline). Reaction SMILES: [NH2:1][C:2]1[CH:9]=[CH:8][C:7]([CH2:10][C:11]2[CH:16]=[CH:15][CH:14]=[CH:13][CH:12]=2)=[CH:6][C:3]=1[C:4]#[N:5].Cl.Cl[C:19]([NH2:21])=[NH:20].Cl>>[NH2:21][C:19]1[N:20]=[C:4]([NH2:5])[C:3]2[C:2](=[CH:9][CH:8]=[C:7]([CH2:10][C:11]3[CH:12]=[CH:13][CH:14]=[CH:15][CH:16]=3)[CH:6]=2)[N:1]=1 |f:1.2|. Procedure: A finely ground mixture of amino nitrile 10a (60 mg, 0.29 mmol) and chloroformamidine hydrochloride (132 mg, 1.16 mmol) was placed in a 10 mL pear-shaped flack, which was immersed in an oil bath and triturated continuously with a glass rod while being heated to 120° C. (internal temperature) under a gentle stream of N2 as described (Rosowsky, A. et al.; J. Med Chem. 1993; 36, 3103-3112). After 20 min the reaction mixture was cooled to room temperature, the resulting glassy solid was dissolved in... Starting materials: CC#N, NC1Cc2ccccc2C1Cc1ccc(Cl)c(Cl)c1, O=C(O)C(F)(F)F, O. Yields the product CNC1Cc2ccccc2C1Cc1ccc(Cl)c(Cl)c1. RXN SMILES: [CH3:28][C:29]#[N:30].[Cl:1][c:2]1[cH:3][c:4]([CH2:5][CH:6]2[CH:7]([NH2:15])[CH2:8][c:9]3[cH:10][cH:11][cH:12][cH:13][c:14]32)[cH:16][cH:17][c:18]1[Cl:19].[F:20][C:21]([F:22])([F:23])[C:24]([OH:25])=[O:26].[OH2:27]>>[Cl:1][c:2]1[cH:3][c:4]([CH2:5][CH:6]2[CH:7]([NH:15][CH3:21])[CH2:8][c:9]3[cH:10][cH:11][cH:12][cH:13][c:14]32)[cH:16][cH:17][c:18]1[Cl:19]. Starting materials: O=C(NC(CC1CC1)c1nccs1)c1ccc(C2CCOCC2)c(OCC2CC2)n1, O=C(O)c1cccc(-c2cccc(Cl)c2)n1. Yields the product O=C(NC(CC1CC1)c1nccs1)c1cccc(-c2cccc(Cl)c2)n1. As a reaction SMILES: [CH:17]1([CH2:20][CH:21]([c:22]2[s:23][cH:24][cH:25][n:26]2)[NH:27][C:28]([c:29]2[cH:30][cH:31][c:32]([CH:33]3[CH2:34][CH2:35][O:36][CH2:37][CH2:38]3)[c:39]([O:40][CH2:41][CH:42]3[CH2:43][CH2:44]3)[n:45]2)=[O:46])[CH2:18][CH2:19]1.[Cl:1][c:2]1[cH:3][c:4](-[c:8]2[cH:9][cH:10][cH:11][c:12]([C:14](=[O:15])[OH:16])[n:13]2)[cH:5][cH:6][cH:7]1>>[Cl:1][c:2]1[cH:3][c:4](-[c:8]2[cH:9][cH:10][cH:11][c:12]([C:14](=[O:16])[NH:27][CH:21]([CH2:20][CH:17]3[CH2:18][CH2:19]3)[c:22]3[s:23][cH:24][cH:25][n:26]3)[n:13]2)[cH:5][cH:6][cH:7]1. Reactants: ClC1=C(C=C(C(=C1)F)N1C(N(C(=CC1=O)C(F)(F)F)C)=O)NC(=O)CC(CC(=O)O)C(F)(F)F (4-(N-(2-chloro-4-fluoro-5-(1-methyl-6-trifluoromethyl-2,4(1H,3H)-pyrimidinedion-3-yl)phenyl)carbamoyl)-3-trifluoromethylbutyric acid), C([O-])([O-])=O.[K+].[K+] (potassium carbonate), CN(C=O)C (N,N-dimethylformamide), CI (methyl iodide). Yield: 214.2%. The solvent is C(C)(=O)OCC (ethyl acetate). Yields the product ClC1=C(C=C(C(=C1)F)N1C(N(C(=CC1=O)C(F)(F)F)C)=O)NC(=O)CC(CC(=O)OC)C(F)(F)F (methyl 4-(N-(2-chloro-4-fluoro-5-(1-methyl-6-trifluoromethyl-2,4(1H,3H)-pyrimidinedion-3-yl)phenyl)carbamoyl)-3-trifluoromethylbutyrate). Procedure: To a mixture of 0.20 g of 4-(N-(2-chloro-4-fluoro-5-(1-methyl-6-trifluoromethyl-2,4(1H,3H)-pyrimidinedion-3-yl)phenyl)carbamoyl)-3-trifluoromethylbutyric acid, 0.06 g of potassium carbonate and 4 ml of N,N-dimethylformamide was added 0.05 g of methyl iodide at room temperature and the mixture was stirred at room temperature for 3 hours. The mixture was diluted with ethyl acetate and washed successively with water and a saturated saline solution, and dried over anhydrous sodium carbonate followed... As a reaction SMILES: [Cl:1][C:2]1[CH:7]=[C:6]([F:8])[C:5]([N:9]2[C:14](=[O:15])[CH:13]=[C:12]([C:16]([F:19])([F:18])[F:17])[N:11]([CH3:20])[C:10]2=[O:21])=[CH:4][C:3]=1[NH:22][C:23]([CH2:25][CH:26]([C:31]([F:34])([F:33])[F:32])[CH2:27][C:28]([OH:30])=[O:29])=[O:24].[C:35](=O)([O-])[O-].[K+].[K+].CN(C)C=O.CI>C(OCC)(=O)C>[Cl:1][C:2]1[CH:7]=[C:6]([F:8])[C:5]([N:9]2[C:14](=[O:15])[CH:13]=[C:12]([C:16]([F:17])([F:18])[F:19])[N:11]([CH3:20])[C:10]2=[O:21])=[CH:4][C:3]=1[NH:22][C:23]([CH2:25][CH:26]([C:31]([F:34])([F:33])[F:32])[CH2:27][C:28]([O:30][CH3:35])=[O:29])=[O:24] |f:1.2.3|. Conditions: time 3 hour. Starting materials: B, COC(=O)c1cc2c(c(N3CCCCS3(=O)=O)c1)CCN2C(C)=O, C1CCOC1, CCO. Yields the product CCN1CCc2c1cc(C(=O)OC)cc2N1CCCCS1(=O)=O. RXN SMILES: [BH3:25].[C:1]([CH3:2])(=[O:3])[N:4]1[CH2:5][CH2:6][c:7]2[c:8]([N:17]3[S:18](=[O:23])(=[O:24])[CH2:19][CH2:20][CH2:21][CH2:22]3)[cH:9][c:10]([C:13](=[O:14])[O:15][CH3:16])[cH:11][c:12]21.[CH2:29]1[O:30][CH2:31][CH2:32][CH2:33]1.[CH3:26][CH2:27][OH:28]>>[CH2:1]([CH3:2])[N:4]1[CH2:5][CH2:6][c:7]2[c:8]([N:17]3[S:18](=[O:23])(=[O:24])[CH2:19][CH2:20][CH2:21][CH2:22]3)[cH:9][c:10]([C:13](=[O:14])[O:15][CH3:16])[cH:11][c:12]21.